This data is from the Open Reaction Database (ORD), a public repository of structured organic reaction records. The task is: describe an organic reaction: reactants, conditions, products, and yield The reactants are CCO, CC=O, COc1cc2c(cc1OC)C(C(CO)CO)NCC2. Yields the product COc1cc2c(cc1OC)C1C(CO)COCN1CC2. RXN SMILES: [CH3:23][CH2:24][OH:25].[CH:20](=[O:21])[CH3:22].[OH:1][CH2:2][CH:3]([CH:4]1[NH:5][CH2:6][CH2:7][c:8]2[cH:9][c:10]([O:16][CH3:17])[c:11]([O:14][CH3:15])[cH:12][c:13]21)[CH2:18][OH:19]>>[OH:1][CH2:2][CH:3]1[CH:4]2[N:5]([CH2:6][CH2:7][c:8]3[cH:9][c:10]([O:16][CH3:17])[c:11]([O:14][CH3:15])[cH:12][c:13]32)[CH2:20][O:19][CH2:18]1. Starting materials: C1(CC1)COCC=1C=CC(=NC1)N (5-cyclopropylmethoxymethyl-pyridin-2-ylamine), FC(C=1C=C(C=CC1)S(=O)(=O)Cl)(F)F (3-(trifluromethyl)-benzenesulfonyl chloride). Product: C1(CC1)COCC=1C=CC(=NC1)NS(=O)(=O)C1=CC(=CC=C1)C(F)(F)F (N-(5-Cyclopropylmethoxymethyl-pyridin-2-yl)-3-trifluoromethyl-benzenesulfonamide). Reaction SMILES: [CH:1]1([CH2:4][O:5][CH2:6][C:7]2[CH:8]=[CH:9][C:10]([NH2:13])=[N:11][CH:12]=2)[CH2:3][CH2:2]1.[F:14][C:15]([F:27])([F:26])[C:16]1[CH:17]=[C:18]([S:22](Cl)(=[O:24])=[O:23])[CH:19]=[CH:20][CH:21]=1>>[CH:1]1([CH2:4][O:5][CH2:6][C:7]2[CH:8]=[CH:9][C:10]([NH:13][S:22]([C:18]3[CH:19]=[CH:20][CH:21]=[C:16]([C:15]([F:14])([F:26])[F:27])[CH:17]=3)(=[O:24])=[O:23])=[N:11][CH:12]=2)[CH2:3][CH2:2]1. Procedure: This material was prepared in analogy to example 1 from 5-cyclopropylmethoxymethyl-pyridin-2-ylamine (0.051 g) and 3-(trifluromethyl)-benzenesulfonyl chloride (0.077 g) as a crystalline white solid (0.062 g). MS (ESI−): 385.0 ([M−H]−) The reactants are BrC1=C(C(=O)OCC)C=C(C=N1)C (ethyl 2-bromo-5-methylnicotinate), Cl (HCl). Run in [OH-].[Na+] (NaOH). Reaction conditions: time 3 hour. Yields the product BrC1=C(C(=O)O)C=C(C=N1)C (2-bromo-5-methylnicotinic acid). Isolated yield 89.1%. Reaction SMILES: [Br:1][C:2]1[N:12]=[CH:11][C:10]([CH3:13])=[CH:9][C:3]=1[C:4]([O:6]CC)=[O:5].Cl>[OH-].[Na+]>[Br:1][C:2]1[N:12]=[CH:11][C:10]([CH3:13])=[CH:9][C:3]=1[C:4]([OH:6])=[O:5] |f:2.3|. Reported procedure: A mixture of ethyl 2-bromo-5-methylnicotinate (7.1 g, 0.03 m) and 10% NaOH solution (500 ml) was heated on a stream bath with stirring. After 3 hours, the solution was cooled and neutralized with 12 N HCl. After cooling in an ice bath, the mixture was filtered to yield 5.6 g (39% yield) of 2-bromo-5-methylnicotinic acid. Reactants: CC(=O)Oc1c(C(C)(C)C)cc(OC2CCCCO2)c(C)c1C(C)(C)C, Cl, C1CCOC1, O. Yields the product CC(=O)Oc1c(C(C)(C)C)cc(O)c(C)c1C(C)(C)C. RXN SMILES: [C:1]([CH3:2])(=[O:3])[O:4][c:5]1[c:6]([C:23]([CH3:24])([CH3:25])[CH3:26])[c:7]([CH3:22])[c:8]([O:15][CH:16]2[CH2:17][CH2:18][CH2:19][CH2:20][O:21]2)[cH:9][c:10]1[C:11]([CH3:12])([CH3:13])[CH3:14].[ClH:27].[O:29]1[CH2:30][CH2:31][CH2:32][CH2:33]1.[OH2:28]>>[C:1]([CH3:2])(=[O:3])[O:4][c:5]1[c:6]([C:23]([CH3:24])([CH3:25])[CH3:26])[c:7]([CH3:22])[c:8]([OH:15])[cH:9][c:10]1[C:11]([CH3:12])([CH3:13])[CH3:14]. Reactants: CCC(CSC(C)=O)C(=O)N1CC(=O)CC1C(=O)O, N. Product: CCC(CS)C(=O)N1CC(=O)CC1C(=O)O. Reaction SMILES: [C:1](=[O:2])([CH3:3])[S:4][CH2:5][CH:6]([C:7](=[O:8])[N:9]1[CH:10]([C:11](=[O:12])[OH:13])[CH2:14][C:15](=[O:17])[CH2:16]1)[CH2:18][CH3:19].[NH3:20]>>[SH:4][CH2:5][CH:6]([C:7](=[O:8])[N:9]1[CH:10]([C:11](=[O:12])[OH:13])[CH2:14][C:15](=[O:17])[CH2:16]1)[CH2:18][CH3:19]. The reactants are N=1C=C(N2C1C=CC=C2)C(=O)O (imidazo[1,2-a]pyridine-3-carboxylic acid), C(C(=O)Cl)(=O)Cl (oxalyl chloride), NC=1C=C(C(=O)OC)C=CC1C (methyl 3-amino-4-methylbenzoate). Solvent: ClCCl (dichloromethane), ClCCl (dichloromethane), ClCCl (dichloromethane), CN(C)C=O (DMF), ClCCl (dichloromethane), C(C)N(CC)CC (triethylamine). Product: N=1C=C(N2C1C=CC=C2)C(=O)NC=2C=C(C(=O)OC)C=CC2C (methyl 3-(imidazo[1,2-a]pyridine-3-carboxamido)-4-methylbenzoate). RXN SMILES: [N:1]1[CH:2]=[C:3]([C:10]([OH:12])=O)[N:4]2[CH:9]=[CH:8][CH:7]=[CH:6][C:5]=12.C(Cl)(=O)C(Cl)=O.[NH2:19][C:20]1[CH:21]=[C:22]([CH:27]=[CH:28][C:29]=1[CH3:30])[C:23]([O:25][CH3:26])=[O:24]>ClCCl.CN(C=O)C.C(N(CC)CC)C>[N:1]1[CH:2]=[C:3]([C:10]([NH:19][C:20]2[CH:21]=[C:22]([CH:27]=[CH:28][C:29]=2[CH3:30])[C:23]([O:25][CH3:26])=[O:24])=[O:12])[N:4]2[CH:9]=[CH:8][CH:7]=[CH:6][C:5]=12. Procedure: To a suspension of imidazo[1,2-a]pyridine-3-carboxylic acid (1) (4.09 g, 25.3 mmol) in dichloromethane (100 mL) and DMF (0.25 mL) at 0° C. was added oxalyl chloride (4.15 mL, 48.0 mmol) dropwise over 10 minutes. The reaction was slowly warmed to room temperature and stirred until complete conversion was detected by LCMS. The reaction was subsequently reduced to dryness and suspended in dichloromethane (100 mL) and was added a solution of methyl 3-amino-4-methylbenzoate (2) (4.6 g, 27.9 mmol) in ... The reactants are C(C)OC(CNCC1=C(C2=C(C=C1)OCO2)OC)OCC (N-(2-methoxy-3,4-methylenedioxybenzyl)aminoacetaldehyde diethylacetal), S(O)(O)(=O)=O (sulfuric acid), C(C)(=O)O (acetic acid). The reagents and catalysts are [Pd] (palladium on carbon). The product is COC=1C2=C(C=C3CCN(CC13)C)OCO2 (8-methoxy-2-methyl-6,7-methylenedioxy-1,2,3,4-tetrahydroisoquinoline). The yield is 93.0%. Reaction SMILES: C(O[CH:4](OCC)[CH2:5][NH:6][CH2:7][C:8]1[CH:13]=[CH:12][C:11]2[O:14][CH2:15][O:16][C:10]=2[C:9]=1[O:17][CH3:18])C.S(=O)(=O)(O)O.[C:27](O)(=O)C>[Pd]>[CH3:18][O:17][C:9]1[C:10]2[O:16][CH2:15][O:14][C:11]=2[CH:12]=[C:13]2[C:8]=1[CH2:7][N:6]([CH3:27])[CH2:5][CH2:4]2. Reported procedure: 1.19 g (5 mmol) of 4-hydroxy-8-methoxy-2-methyl-6,7-methylenedioxy-1,2,3,4-tetrahydroisoquinoline (1) obtained in Reference Example 1 or 2 was dissolved in 15 ml of acetic acid, to which 0.33 ml (6 mmol) of 97% sulfuric acid and 500 mg of 5% palladium on carbon catalyst were added to carry out catalytic reduction at 75° C. for 2 hours. The catalyst was filtered out and 2 ml of 25% aqueous sodium hydroxide solution and 5 ml of water were added to the reaction mixture, which was concentrated under...